Dataset: the Open Reaction Database (ORD), a public repository of structured organic reaction records. Task: describe an organic reaction: reactants, conditions, products, and yield Starting materials: ClCC(=O)NC1=CC=C(C(=O)N2CCCCC3=C2C=CC=C3)C=C1 (1-[4-(2-chloroacetylamino)benzoyl]-2,3,4,5-tetrahydro-1H-benzazepine), [I-].[Na+] (sodium iodide), C([O-])([O-])=O.[K+].[K+] (potassium carbonate), C1(CCCCC1)N (cyclohexylamine). Run in CN(C=O)C (dimethylformamide). Conditions: time 2 hour. Yields the product C1(CCCCC1)NCC(=O)NC1=CC=C(C(=O)N2CCCCC3=C2C=CC=C3)C=C1 (1-[4-(2-cyclohexylaminoacetylamino)benzoyl]-2,3,4,5-tetrahydro-1H-benzazepine). Yield: 83.3%. Reaction SMILES: Cl[CH2:2][C:3]([NH:5][C:6]1[CH:24]=[CH:23][C:9]([C:10]([N:12]2[C:18]3[CH:19]=[CH:20][CH:21]=[CH:22][C:17]=3[CH2:16][CH2:15][CH2:14][CH2:13]2)=[O:11])=[CH:8][CH:7]=1)=[O:4].[I-].[Na+].C(=O)([O-])[O-].[K+].[K+].[CH:33]1([NH2:39])[CH2:38][CH2:37][CH2:36][CH2:35][CH2:34]1>CN(C)C=O>[CH:33]1([NH:39][CH2:2][C:3]([NH:5][C:6]2[CH:24]=[CH:23][C:9]([C:10]([N:12]3[C:18]4[CH:19]=[CH:20][CH:21]=[CH:22][C:17]=4[CH2:16][CH2:15][CH2:14][CH2:13]3)=[O:11])=[CH:8][CH:7]=2)=[O:4])[CH2:38][CH2:37][CH2:36][CH2:35][CH2:34]1 |f:1.2,3.4.5|. Reported procedure: To a solution of 1-[4-(2-chloroacetylamino)benzoyl]-2,3,4,5-tetrahydro-1H-benzazepine (2.06 g) in dimethylformamide (5 ml) are added sodium iodide (0.90 g), potassium carbonate (1.1 g) and cyclohexylamine (0.89 g), and the mixture is stirred at room temperature for 2 hours. Dimethylformamide is distilled off under reduced pressure and water is added to the resulting residue. The mixture is extracted with dichloromethane. The organic layer is washed successively with water and saturated saline so... The reactants are ClC(C(=O)Cl)(Cl)Cl (trichloroacetyl chloride), FC(C(CC(C)(C)C1=C(C=CC(=C1)F)OC)(O)CC1=CC=2C=NC=CC2N1)(F)F (1,1,1-trifluoro-4-(5-fluoro-2-methoxyphenyl)-4-methyl-2-(1H-pyrrolo[3,2-c]pyridin-2-ylmethyl)pentan-2-ol). Run in CN(C)C=O (DMF), CN(C)C=O (DMF). Run at time 2 day. The product is ClC1=C(NC2=C1C=NC=C2)CC(C(F)(F)F)(CC(C)(C)C2=C(C=CC(=C2)F)OC)O (2-(3-Chloro-1H-pyrrolo[3,2-c]pyridin-2-ylmethyl)-1,1,1-trifluoro-4-(5-fluoro-2-methoxyphenyl)-4-methylpentan-2-ol). The yield is 55.5%. Reaction SMILES: [Cl:1]C(Cl)(Cl)C(Cl)=O.[F:8][C:9]([F:36])([F:35])[C:10]([CH2:25][C:26]1[NH:34][C:33]2[CH:32]=[CH:31][N:30]=[CH:29][C:28]=2[CH:27]=1)([OH:24])[CH2:11][C:12]([C:15]1[CH:20]=[C:19]([F:21])[CH:18]=[CH:17][C:16]=1[O:22][CH3:23])([CH3:14])[CH3:13]>CN(C=O)C>[Cl:1][C:27]1[C:28]2[CH:29]=[N:30][CH:31]=[CH:32][C:33]=2[NH:34][C:26]=1[CH2:25][C:10]([OH:24])([CH2:11][C:12]([C:15]1[CH:20]=[C:19]([F:21])[CH:18]=[CH:17][C:16]=1[O:22][CH3:23])([CH3:14])[CH3:13])[C:9]([F:35])([F:8])[F:36]. Procedure details: A solution of trichloroacetyl chloride (0.045 mL, 0.403 mmol) in 0.5 mL of DMF was treated with a solution of 1,1,1-trifluoro-4-(5-fluoro-2-methoxyphenyl)-4-methyl-2-(1H-pyrrolo[3,2-c]pyridin-2-ylmethyl)pentan-2-ol (33.0 mg, 0.081 mmol) in 0.5 mL of DMF at room temperature. After 2 days, the reaction was quenched with 2 mL of ice-water and 2 mL of cold 1 N sodium hydroxide solution. The resulting mixture was extracted with three 5 mL portions of ethyl acetate. The combined organic layers were dr... Reactants: CC(C)(C)[Si](Cl)(c1ccccc1)c1ccccc1, CN(C)c1ccccn1, O, O=C(CO)CO, c1ccncc1. The product is CC(C)(C)[Si](OCC(=O)CO)(c1ccccc1)c1ccccc1. Reaction SMILES: [C:1]([CH3:2])([CH3:3])([CH3:4])[Si:5]([c:6]1[cH:7][cH:8][cH:9][cH:10][cH:11]1)([c:12]1[cH:13][cH:14][cH:15][cH:16][cH:17]1)[Cl:18].[CH3:25][N:26]([c:27]1[cH:28][cH:29][cH:30][cH:31][n:32]1)[CH3:33].[OH2:34].[OH:19][CH2:20][C:21](=[O:22])[CH2:23][OH:24].[cH:35]1[cH:36][cH:37][n:38][cH:39][cH:40]1>>[C:1]([CH3:2])([CH3:3])([CH3:4])[Si:5]([c:6]1[cH:7][cH:8][cH:9][cH:10][cH:11]1)([c:12]1[cH:13][cH:14][cH:15][cH:16][cH:17]1)[O:19][CH2:20][C:21](=[O:22])[CH2:23][OH:24]. Reactants: NC1=C(C=C(C=C1)N1C[C@H](CCC1)C(=O)N1CCN(CC1)C)OC ([(S)-1-(4-Amino-3-methoxy-phenyl)-piperidin-3-yl]-(4-methyl-piperazin-1-yl)-methanone), COC=1C=C(C=CC1[N+](=O)[O-])N1C[C@@H](CCC1)C(=O)N1CCN(CC1)C ([(R)-1-(3-Methoxy-4-nitro-phenyl)-piperidin-3-yl]-(4-methyl-piperazin-1-yl)-methanone). Yields the product NC1=C(C=C(C=C1)N1C[C@@H](CCC1)C(=O)N1CCN(CC1)C)OC ([(R)-1-(4-Amino-3-methoxy-phenyl)-piperidin-3-yl]-(4-methyl-piperazin-1-yl)-methanone). Reaction SMILES: [NH2:1][C:2]1[CH:7]=[CH:6][C:5]([N:8]2[CH2:13][CH2:12][CH2:11][C@H:10]([C:14]([N:16]3[CH2:21][CH2:20][N:19]([CH3:22])[CH2:18][CH2:17]3)=[O:15])[CH2:9]2)=[CH:4][C:3]=1[O:23][CH3:24].COC1C=C(N2CCC[C@@H](C(N3CCN(C)CC3)=O)C2)C=CC=1[N+]([O-])=O>>[NH2:1][C:2]1[CH:7]=[CH:6][C:5]([N:8]2[CH2:13][CH2:12][CH2:11][C@@H:10]([C:14]([N:16]3[CH2:17][CH2:18][N:19]([CH3:22])[CH2:20][CH2:21]3)=[O:15])[CH2:9]2)=[CH:4][C:3]=1[O:23][CH3:24]. Procedure details: [(R)-1-(4-Amino-3-methoxy-phenyl)-piperidin-3-yl]-(4-methyl-piperazin-1-yl)-methanone was prepared in an analogous fashion to [(S)-1-(4-Amino-3-methoxy-phenyl)-piperidin-3-yl]-(4-methyl-piperazin-1-yl)-methanone of Example 460c replacing [(S)-1-(3-Methoxy-4-nitro-phenyl)-piperidin-3-yl]-(4-methyl-piperazin-1-yl)-methanone with [(R)-1-(3-Methoxy-4-nitro-phenyl)-piperidin-3-yl]-(4-methyl-piperazin-1-yl)-methanone. (390 mg, 98%). LC/MS (E/I+) 333.20 (M+H). Reactants: CCN=C=NCCCN(C)C, CCN(C(C)C)C(C)C, Clc1ccccc1OC1CNC1, Cl, Nc1cccnc1, CN(C)C=O, On1nnc2ccccc21, O=C(O)CNC(=O)c1cn(-c2cccnc2)nn1. Product: O=C(NCC(=O)N1CC(Oc2ccccc2Cl)C1)c1cn(-c2cccnc2)nn1. RXN SMILES: [CH3:20][CH2:21][N:22]=[C:23]=[N:24][CH2:25][CH2:26][CH2:27][N:28]([CH3:29])[CH3:30].[CH:1]([N:2]([CH2:3][CH3:4])[CH:5]([CH3:6])[CH3:7])([CH3:8])[CH3:9].[Cl:57][c:58]1[c:59]([O:60][CH:61]2[CH2:62][NH:63][CH2:64]2)[cH:65][cH:66][cH:67][cH:68]1.[ClH:56].[NH2:49][c:50]1[cH:51][n:52][cH:53][cH:54][cH:55]1.[O:69]=[CH:70][N:71]([CH3:72])[CH3:73].[OH:10][n:11]1[c:12]2[c:13]([cH:14][cH:15][cH:16][cH:17]2)[n:18][n:19]1.[n:31]1[cH:32][c:33](-[n:37]2[n:38][n:39][c:40]([C:42](=[O:43])[NH:44][CH2:45][C:46](=[O:47])[OH:48])[cH:41]2)[cH:34][cH:35][cH:36]1>>[n:31]1[cH:32][c:33](-[n:37]2[n:38][n:39][c:40]([C:42](=[O:43])[NH:44][CH2:45][C:46](=[O:48])[N:63]3[CH2:62][CH:61]([O:60][c:59]4[c:58]([Cl:57])[cH:68][cH:67][cH:66][cH:65]4)[CH2:64]3)[cH:41]2)[cH:34][cH:35][cH:36]1. The reactants are O (water), C1(=CC=C(C=C1)S(=O)(=O)Cl)C (p-toluenesulphonyl chloride), C(C)(=O)O[C@@H]1C[C@@H]2[C@]3(CC[C@@H](CC3=CC[C@H]2C2=CC[C@H](C3(C)OCCO3)[C@@]12C)O)C (20,20-Ethylenedioxypregna-5,14-diene-3β,12β-diol 12-acetate). Solvent: N1=CC=CC=C1 (pyridine), N1=CC=CC=C1 (pyridine). Product: C(C)(=O)O[C@@H]1C[C@@H]2[C@]3(CC[C@@H](CC3=CC[C@H]2C2=CC[C@H](C3(C)OCCO3)[C@@]12C)OS(=O)(=O)C1=CC=C(C=C1)C)C (20,20-Ethylenedioxy-3β-toluene-p-sulphonyloxy-pregn-5,14-diene-12β-ol acetate). The yield is 84.8%. As a reaction SMILES: [C:1]1([CH3:11])[CH:6]=[CH:5][C:4]([S:7](Cl)(=[O:9])=[O:8])=[CH:3][CH:2]=1.[C:12]([O:15][C@H:16]1[C@@:38]2([CH3:39])[C:28](=[CH:29][CH2:30][C@@H:31]2[C:32]2([O:37][CH2:36][CH2:35][O:34]2)[CH3:33])[C@H:27]2[C@@H:18]([C@:19]3([CH3:41])[C:24](=[CH:25][CH2:26]2)[CH2:23][C@@H:22]([OH:40])[CH2:21][CH2:20]3)[CH2:17]1)(=[O:14])[CH3:13].O>N1C=CC=CC=1>[C:12]([O:15][C@H:16]1[C@@:38]2([CH3:39])[C:28](=[CH:29][CH2:30][C@@H:31]2[C:32]2([O:37][CH2:36][CH2:35][O:34]2)[CH3:33])[C@H:27]2[C@@H:18]([C@:19]3([CH3:41])[C:24](=[CH:25][CH2:26]2)[CH2:23][C@@H:22]([O:40][S:7]([C:4]2[CH:5]=[CH:6][C:1]([CH3:11])=[CH:2][CH:3]=2)(=[O:9])=[O:8])[CH2:21][CH2:20]3)[CH2:17]1)(=[O:14])[CH3:13]. Reported procedure: A solution of p-toluenesulphonyl chloride (650 mg, 3.4 mmol) in pyridine (10 ml) was added dropwise to a mixture of the 20,20-Ethylenedioxypregna-5,14-diene-3β,12β-diol 12-acetate (22) (1.3 g, 3.1 mmol) in pyridine (15 ml) at 0° C. The reaction mixture was left stirring at room temperature for 24 hours after which water was added to the reaction mixture. The solution was extracted with ethyl acetate (2×50 ml), the ethyl acetate layer was washed citric acid (5×50 ml), saturated sodium bicarbonate... The reactants are C([O-])(O)=O.[Na+] (sodium bicarbonate), C1(=CC=CC=C1)B(O)O (phenylboronic acid), C1(=CC=CC=C1)C (toluene), BrC1=C2C=CC=CC2=CC2=CC3=CC=CC=C3C=C12 (5-bromonaphthacene), C1(=CC=CC=C1)C (toluene). Reagents/catalysts: Cl[Pd]([P](C1=CC=CC=C1)(C2=CC=CC=C2)C3=CC=CC=C3)([P](C4=CC=CC=C4)(C5=CC=CC=C5)C6=CC=CC=C6)Cl (dichlorobis(triphenylphosphine)palladium(II)). Solvent: O (water), C(C)O (ethanol), O (water). Reaction conditions: temperature 75 celsius, time 15 hour. The product is C1(=CC=CC=C1)C1=C2C=CC=CC2=CC2=CC3=CC=CC=C3C=C12 (5-Phenylnaphthacene). The yield is 93.0%. RXN SMILES: Br[C:2]1[C:19]2[C:10](=[CH:11][C:12]3[C:17](C=2)=[CH:16][CH:15]=[CH:14][CH:13]=3)[CH:9]=[C:8]2[C:3]=1[CH:4]=[CH:5][CH:6]=[CH:7]2.[C:20]1([CH3:26])[CH:25]=[CH:24][CH:23]=[CH:22][CH:21]=1.C(=O)(O)[O-].[Na+].C1(B(O)O)C=CC=CC=1>Cl[Pd](Cl)([P](C1C=CC=CC=1)(C1C=CC=CC=1)C1C=CC=CC=1)[P](C1C=CC=CC=1)(C1C=CC=CC=1)C1C=CC=CC=1.O.C(O)C>[C:20]1([C:26]2[C:19]3[C:10](=[CH:9][C:8]4[C:3]([CH:2]=3)=[CH:4][CH:5]=[CH:6][CH:7]=4)[CH:11]=[C:12]3[C:17]=2[CH:16]=[CH:15][CH:14]=[CH:13]3)[CH:25]=[CH:24][CH:23]=[CH:22][CH:21]=1 |f:2.3,^1:43,62|. Reported procedure: In a 100-ml round-bottomed flask equipped with a magnetic stirrer, were added 1.0 g (3.26 mmol) of 5-bromonaphthacene, 23 mg (0.0326 mmol) of dichlorobis(triphenylphosphine)palladium(II) catalyst and 12 ml of toluene. A solution containing 0.69 g (6.51 mmol) of sodium bicarbonate in 4 ml of water was added to the flask. The mixture was degassed via nitrogen purge for 10 minutes. A solution of 0.417 g (3.42 mmol) of phenylboronic acid in 12 ml of ethanol was then added to the flask, and the react... Reactants: CC(=O)O, COC(=O)c1cc2nc(Nc3c(Cl)cccc3Cl)[nH]c2c([N+](=O)[O-])c1O, [Fe], c1ccccc1. Product: COC(=O)c1cc2nc(Nc3c(Cl)cccc3Cl)[nH]c2c(N)c1O. As a reaction SMILES: [CH3:27][C:28](=[O:29])[OH:30].[Cl:1][c:2]1[c:3]([NH:9][c:10]2[n:11][c:12]3[c:13]([nH:14]2)[c:15]([N+:24]([O-:25])=[O:26])[c:16]([OH:23])[c:17]([C:19](=[O:20])[O:21][CH3:22])[cH:18]3)[c:4]([Cl:8])[cH:5][cH:6][cH:7]1.[Fe:37].[cH:31]1[cH:32][cH:33][cH:34][cH:35][cH:36]1>>[Cl:1][c:2]1[c:3]([NH:9][c:10]2[n:11][c:12]3[c:13]([nH:14]2)[c:15]([NH2:24])[c:16]([OH:23])[c:17]([C:19](=[O:20])[O:21][CH3:22])[cH:18]3)[c:4]([Cl:8])[cH:5][cH:6][cH:7]1.